The task is: describe an organic reaction: reactants, conditions, products, and yield. This data is from the Open Reaction Database (ORD), a public repository of structured organic reaction records. The reactants are CI (methyl iodide), [OH-].[K+] (potassium hydroxide), CI (methyl iodide), SC1=NN=C(O1)C1=C(C=CC=C1)CS(=O)(=O)N (2-(5-Mercapto-1,3,4-oxadiazol-2-yl)benzenemethanesulfonamide). Solvent: CO (methanol). Conditions: temperature 30 celsius, time 5 minute. Yields the product CSC1=NN=C(O1)C1=C(C=CC=C1)CS(=O)(=O)N (2-[5-(Methylthio)-1,3,4-oxadiazol-2-yl]benzenemethanesulfonamide). Yield: 63.4%. RXN SMILES: [OH-].[K+].[SH:3][C:4]1[O:8][C:7]([C:9]2[CH:14]=[CH:13][CH:12]=[CH:11][C:10]=2[CH2:15][S:16]([NH2:19])(=[O:18])=[O:17])=[N:6][N:5]=1.[CH3:20]I>CO>[CH3:20][S:3][C:4]1[O:8][C:7]([C:9]2[CH:14]=[CH:13][CH:12]=[CH:11][C:10]=2[CH2:15][S:16]([NH2:19])(=[O:18])=[O:17])=[N:6][N:5]=1 |f:0.1|. Procedure details: To a solution containing 0.62 g of potassium hydroxide in 50 ml of methanol was added 3 g of the oxadiazole prepared in Example 2. After stirring about five minutes, 2 g of methyl iodide was added. The suspension was refluxed 0.5 hour, cooled to 30° C., an extra 10 g of methyl iodide was added, and the suspension was refluxed an additional two hours, then concentrated in vacuo. After water was added to the residue, the suspension was filtered and the solid was washed with 1×50 ml of water. The s... The reactants are amine, C=1C=CC2=C(C1)N=NN2O (HOBT), Cl.FC1=NC(=C(C(=O)O)C(=C1)C)C (6-fluoro-2,4-dimethyl-nicotinic acid hydrochloride), C(C)(C)(C)OC(NCC[C@@H](C)N1CCC(CC1)N(C1=CC=C(C=C1)OC)CC1=NC(=CC=C1)C#N)=O ((R)-(3-{4-[(6-Cyano-pyridin-2-ylmethyl)-(4-methoxy-phenyl)-amino]-piperidin-1-yl}-butyl)-carbamic acid tert-butyl ester), CCN=C=NCCCN(C)C (EDCI), CCN(C(C)C)C(C)C (DIPEA). Run in CN(C)C=O (DMF), C(Cl)Cl (CH2Cl2), C(=O)(C(F)(F)F)O (TFA). Conditions: time 1 hour. Product: C(#N)C1=CC=CC(=N1)CN(C1CCN(CC1)[C@@H](CCNC(C1=C(N=C(C=C1C)F)C)=O)C)C1=CC=C(C=C1)OC (N-((R)-3-{4-[(6-cyano-pyridin-2-ylmethyl)-(4-methoxy-phenyl)-amino]-piperidin-1-yl}-butyl)-6-fluoro-2,4-dimethyl-nicotinamide). Isolated yield 76.1%. RXN SMILES: C([O:5][C:6](=O)[NH:7][CH2:8][CH2:9][C@H:10]([N:12]1[CH2:17][CH2:16][CH:15]([N:18]([CH2:27][C:28]2[CH:33]=[CH:32][CH:31]=[C:30]([C:34]#[N:35])[N:29]=2)[C:19]2[CH:24]=[CH:23][C:22]([O:25][CH3:26])=[CH:21][CH:20]=2)[CH2:14][CH2:13]1)[CH3:11])(C)(C)C.CCN=C=NCCCN(C)C.C1C=CC2N(O)N=NC=2C=1.Cl.[F:59][C:60]1[CH:68]=[C:67]([CH3:69])[C:63](C(O)=O)=[C:62]([CH3:70])[N:61]=1.CCN(C(C)C)C(C)C>C(Cl)Cl.C(O)(C(F)(F)F)=O.CN(C=O)C>[C:34]([C:30]1[N:29]=[C:28]([CH2:27][N:18]([C:19]2[CH:24]=[CH:23][C:22]([O:25][CH3:26])=[CH:21][CH:20]=2)[CH:15]2[CH2:14][CH2:13][N:12]([C@H:10]([CH3:11])[CH2:9][CH2:8][NH:7][C:6](=[O:5])[C:63]3[C:67]([CH3:69])=[CH:68][C:60]([F:59])=[N:61][C:62]=3[CH3:70])[CH2:17][CH2:16]2)[CH:33]=[CH:32][CH:31]=1)#[N:35] |f:3.4|. Procedure details: (R)-(3-{4-[(6-Cyano-pyridin-2-ylmethyl)-(4-methoxy-phenyl)-amino]-piperidin-1-yl}-butyl)-carbamic acid tert-butyl ester (0.070 g, 0.14 mmol) was dissolved in a 3:1 mixture of CH2Cl2 and TFA and the mixture was stirred at room temperature for 1 h. The solvent was removed in vacuo and the resulting brown oil dried in vacuo (high vacuum system) for 2 h. The resulting amine, EDCI (0.030 g, 0.0.16 mmol) and HOBT (0.021 g, 0.16 mmol) were combined in DMF (5 mL) to give a pale yellow solution. To this ... RXN SMILES: C[O:2][C:3](=[O:37])[CH2:4][CH2:5][NH:6][CH2:7][C@H:8]([OH:36])[CH2:9][O:10][C:11]1[C:16]([CH3:17])=[CH:15][C:14]([C:18]2[N:22]=[C:21]([C:23]3[CH:28]=[C:27]([CH3:29])[C:26]([CH2:30][CH:31]([CH3:33])[CH3:32])=[CH:25][N:24]=3)[O:20][N:19]=2)=[CH:13][C:12]=1[CH2:34][CH3:35]>C(O)C.[OH-].[Na+]>[CH2:34]([C:12]1[CH:13]=[C:14]([C:18]2[N:22]=[C:21]([C:23]3[CH:28]=[C:27]([CH3:29])[C:26]([CH2:30][CH:31]([CH3:33])[CH3:32])=[CH:25][N:24]=3)[O:20][N:19]=2)[CH:15]=[C:16]([CH3:17])[C:11]=1[O:10][CH2:9][C@@H:8]([OH:36])[CH2:7][NH:6][CH2:5][CH2:4][C:3]([OH:37])=[O:2])[CH3:35] |f:2.3|. Reported procedure: A solution of the compound of Example 60 (53 mg, 101 μmol) in ethanol (1 mL) and 1 M aq. NaOH (1 mL) is stirred at rt for 18 h. The ethanol is evaporated, the remaining solution is neutralized by adding 1 N aq. HCl, and the mixture is separated by prep. HPLC to give the title compound (23 mg) as a white solid; LC-MS: tR=0.88 min, [M+H]+=497.08; 1H NMR (CDCl3): δ0.98 (d, J=6.5 Hz, 6H), 1.27 (t, J=7.3 Hz, 3H), 1.93 (hept, J=7.0 Hz, 1H), 2.34 (s, 3H), 2.44 (s, 3H), 2.60 (d, J=7.3 Hz, 2H), 2.65-2.83... The reactants are COC(CCNC[C@@H](COC1=C(C=C(C=C1C)C1=NOC(=N1)C1=NC=C(C(=C1)C)CC(C)C)CC)O)=O (3-((2S)-3-{2-Ethyl-4-[5-(5-isobutyl-4-methyl-pyridin-2-yl)-[1,2,4]oxadiazol-3-yl]-6-methyl-phenoxy}-2-hydroxy-propylamino)-propionic acid methyl ester). Isolated yield 45.9%. Solvent: C(C)O (ethanol), [OH-].[Na+] (NaOH). Yields the product C(C)C1=C(OC[C@H](CNCCC(=O)O)O)C(=CC(=C1)C1=NOC(=N1)C1=NC=C(C(=C1)C)CC(C)C)C (3-((2S)-3-{2-Ethyl-4-[5-(5-isobutyl-4-methyl-pyridin-2-yl)-[1,2,4]oxadiazol-3-yl]-6-methyl-phenoxy}-2-hydroxy-propylamino)-propionic acid). The reactants are C1(=CC=CC=C1)COC1=CC=C(C=C1)NC1=NN(CC1)C1=CC=CC=C1 (4,5-Dihydro-N-(4-phenylmethoxyphenyl)-1-phenyl-1H-pyrazol-3-amine). The reagents and catalysts are [O-2].[O-2].[Mn+4] (Manganese dioxide). Run in ClCCl (dichloromethane). The product is C1(=CC=CC=C1)COC1=CC=C(C=C1)NC1=NN(C=C1)C1=CC=CC=C1 (N-(4-Phenylmethoxyphenyl)-1-phenyl-1H-pyrazol-3-amine). The yield is 71.9%. Reaction SMILES: [C:1]1([CH2:7][O:8][C:9]2[CH:14]=[CH:13][C:12]([NH:15][C:16]3[CH2:20][CH2:19][N:18]([C:21]4[CH:26]=[CH:25][CH:24]=[CH:23][CH:22]=4)[N:17]=3)=[CH:11][CH:10]=2)[CH:6]=[CH:5][CH:4]=[CH:3][CH:2]=1>ClCCl.[O-2].[O-2].[Mn+4]>[C:1]1([CH2:7][O:8][C:9]2[CH:14]=[CH:13][C:12]([NH:15][C:16]3[CH:20]=[CH:19][N:18]([C:21]4[CH:22]=[CH:23][CH:24]=[CH:25][CH:26]=4)[N:17]=3)=[CH:11][CH:10]=2)[CH:2]=[CH:3][CH:4]=[CH:5][CH:6]=1 |f:2.3.4|. Procedure details: Manganese dioxide (2.5 g) was added portionwise over 10-15 minutes to a solution of the product of step (a) (3.43 g) in dichloromethane (300 ml) stirred at room temperature. After stirring for an additional 30 minutes at room temperature, the reaction mixture was filtered, solvent was removed and the resulting gum was chromatographed on silica gel eluting with dichloromethane: ethyl acetate (95:5) to give the title compound (2.45 g) mp 145°-146°.